Task: describe an organic reaction: reactants, conditions, products, and yield. Dataset: the Open Reaction Database (ORD), a public repository of structured organic reaction records Starting materials: COC=1C(=C2CCNC(C2=C(C1OC)C)CC(=O)N)C (6,7-Dimethoxy-5,8-dimethyl-1,2,3,4-tetrahydroisoquinoline acetamide), [OH-].[Na+] (NaOH). Solvent: O1CCOCC1 (1,4-dioxane). Product: COC=1C(=C2CCNCC2=C(C1OC)C)C (6,7-dimethoxy-5,8-dimethyl-1,2,3,4-tetrahydroisoquinoline). Isolated yield 36.8%. RXN SMILES: [CH3:1][O:2][C:3]1[C:4]([CH3:20])=[C:5]2[C:10](=[C:11]([CH3:15])[C:12]=1[O:13][CH3:14])[CH:9](CC(N)=O)[NH:8][CH2:7][CH2:6]2.[OH-].[Na+]>O1CCOCC1>[CH3:1][O:2][C:3]1[C:4]([CH3:20])=[C:5]2[C:10](=[C:11]([CH3:15])[C:12]=1[O:13][CH3:14])[CH2:9][NH:8][CH2:7][CH2:6]2 |f:1.2|. Procedure: 6,7-Dimethoxy-5,8-dimethyl-1,2,3,4-tetrahydroisoquinoline acetamide (396 mg) was dissolved in 1,4-dioxane (10 ml). NaOH (10 ml, 2M aq.) was added and the mixture was refluxed for 21 h. Organic solvents were evaporated and the aq. residue was extracted with dichloromethane (4×20 ml). Combined organics were dried (MgSO4), filtered and evaporated. The product was purified by flash chromatography using EtOAc/MeOH/Et3N (20/2/1→16/4/1) as eluent to give 116 mg (42%) of 6,7-dimethoxy-5,8-dimethyl-1,2,3... Starting materials: OCC1CN(CCC1)CCNC1=CC=C(C=2C(C3=CC=CC=C3C(C12)=O)=O)NCCN1CC(CCC1)CO (1,4-Bis-{[2-(3-hydroxymethylpiperidine-1-yl)ethyl]amino}-anthracene-9,10-dione), Cl (HCl), C1=CC=C(C=C1)P(C2=CC=CC=C2)C3=CC=CC=C3 (Ph3P), C(Cl)(Cl)(Cl)Cl (CCl4), P(=O)(C1=CC=CC=C1)(C1=CC=CC=C1)C1=CC=CC=C1 (Ph3PO), C1=CC=C(C=C1)P(C2=CC=CC=C2)C3=CC=CC=C3 (Ph3P). Solvent: C(Cl)Cl (CH2Cl2), CCOC(=O)C.CCO (EtOAc EtOH). Run at time 1 hour. The product is ClCC1CN(CCC1)CCNC1=CC=C(C=2C(C3=CC=CC=C3C(C12)=O)=O)NCCN1CC(CCC1)CCl (1,4-Bis-{[2-(3-chloromethylpiperidin-1-yl)ethyl]amino}-anthracene-9,10-dione), solid. Yield: 65.0%. RXN SMILES: C1C=CC(P(C2C=CC=CC=2)C2C=CC=CC=2)=CC=1.[C:20]([Cl:24])(Cl)(Cl)Cl.O[CH2:26][CH:27]1[CH2:32][CH2:31][CH2:30][N:29]([CH2:33][CH2:34][NH:35][C:36]2[C:49]3[C:48](=[O:50])[C:47]4[C:42](=[CH:43][CH:44]=[CH:45][CH:46]=4)[C:41](=[O:51])[C:40]=3[C:39]([NH:52][CH2:53][CH2:54][N:55]3[CH2:60][CH2:59][CH2:58][CH:57](CO)[CH2:56]3)=[CH:38][CH:37]=2)[CH2:28]1.[ClH:63].P(C1C=CC=CC=1)(C1C=CC=CC=1)(C1C=CC=CC=1)=O>C(Cl)Cl.CCOC(C)=O.CCO>[Cl:63][CH2:26][CH:27]1[CH2:32][CH2:31][CH2:30][N:29]([CH2:33][CH2:34][NH:35][C:36]2[C:49]3[C:48](=[O:50])[C:47]4[C:42](=[CH:43][CH:44]=[CH:45][CH:46]=4)[C:41](=[O:51])[C:40]=3[C:39]([NH:52][CH2:53][CH2:54][N:55]3[CH2:60][CH2:59][CH2:58][CH:57]([CH2:20][Cl:24])[CH2:56]3)=[CH:38][CH:37]=2)[CH2:28]1 |f:6.7|. Procedure details: Ph3P (377.7 mg, 1.44 mmol) and CCl4 (425 μL, 432 mmol) were stirred for 15 min. before it was added dropwise to a stirred solution of HAQ38 (125 mg, 0.24 mmol) in dry CH2Cl2 (5 mL) under N2 at reflux temperature. The reaction mixture was kept at reflux temperature for 4 h before it was cooled down to RT. Ethereal HCl was added to the solution and after 1 h of stirring, the precipitated solid was filtered off. To remove excess of Ph3P and Ph3PO, the precipitated solid was dissolved in warm CH3OH ... The reactants are Cl.C(C)NC(=O)NC1=CC=C(C=C1)C=1N=C(C2=C(N1)CCNC2)N2[C@H](COCC2)C ((S)-1-ethyl-3-(4-(4-(3-methylmorpholino)-5,6,7,8-tetrahydropyrido[4,3-d]pyrimidin-2-yl)phenyl)urea hydrochloride), CN(C=O)C (N,N-Dimethylformamide), C(C)(C)N(C(C)C)CC (N,N-Diisopropylethylamine), C1(CC1)S(=O)(=O)Cl (Cyclopropanesulfonyl chloride). Run at time 2 hour. The product is C1(CC1)S(=O)(=O)N1CC2=C(N=C(N=C2N2[C@H](COCC2)C)C2=CC=C(C=C2)NC(=O)NCC)CC1 ((S)-1-(4-(6-(cyclopropylsulfonyl)-4-(3-methylmorpholino)-5,6,7,8-tetrahydropyrido[4,3-d]pyrimidin-2-yl)phenyl)-3-ethylurea). As a reaction SMILES: Cl.[CH2:2]([NH:4][C:5]([NH:7][C:8]1[CH:13]=[CH:12][C:11]([C:14]2[N:15]=[C:16]([N:24]3[CH2:29][CH2:28][O:27][CH2:26][C@@H:25]3[CH3:30])[C:17]3[CH2:23][NH:22][CH2:21][CH2:20][C:18]=3[N:19]=2)=[CH:10][CH:9]=1)=[O:6])[CH3:3].CN(C)C=O.C(N(CC)C(C)C)(C)C.[CH:45]1([S:48](Cl)(=[O:50])=[O:49])[CH2:47][CH2:46]1>>[CH:45]1([S:48]([N:22]2[CH2:21][CH2:20][C:18]3[N:19]=[C:14]([C:11]4[CH:12]=[CH:13][C:8]([NH:7][C:5]([NH:4][CH2:2][CH3:3])=[O:6])=[CH:9][CH:10]=4)[N:15]=[C:16]([N:24]4[CH2:29][CH2:28][O:27][CH2:26][C@@H:25]4[CH3:30])[C:17]=3[CH2:23]2)(=[O:50])=[O:49])[CH2:47][CH2:46]1 |f:0.1|. Reported procedure: (S)-1-ethyl-3-(4-(4-(3-methylmorpholino)-5,6,7,8-tetrahydropyrido[4,3-d]pyrimidin-2-yl)phenyl)urea hydrochloride (0.1000 g, 0.2310 mmol) in dry N,N-Dimethylformamide (1.60 mL, 20.7 mmol) was added N,N-Diisopropylethylamine (0.161 mL, 0.924 mmol) followed by Cyclopropanesulfonyl chloride (0.0354 mL, 0.347 mmol). The reaction mixture was stirred for 2 hours. The reaction mixture was purified by HPLC. 1H NMR (500 MHz, DMSO) δ 8.69 (s, 1H), 8.19 (d, J=8.8, 2H), 7.49 (d, J=8.8, 2H), 6.18 (t, J=5.6, 1... As a reaction SMILES: [Br:16][CH2:17][c:18]1[cH:19][cH:20][c:21]([C:24]([C:25]([F:26])([F:27])[F:28])([C:29]([F:30])([F:31])[F:32])[OH:33])[cH:22][cH:23]1.[C:34](=[O:35])([O-:36])[O-:37].[CH3:40][C:41]#[N:42].[K+:38].[K+:39].[N+:1](=[O:2])([O-:3])[c:4]1[cH:5][cH:6][c:7]([N:10]2[CH2:11][CH2:12][NH:13][CH2:14][CH2:15]2)[cH:8][cH:9]1>>[N+:1](=[O:2])([O-:3])[c:4]1[cH:5][cH:6][c:7]([N:10]2[CH2:11][CH2:12][N:13]([CH2:17][c:18]3[cH:19][cH:20][c:21]([C:24]([C:25]([F:26])([F:27])[F:28])([C:29]([F:30])([F:31])[F:32])[OH:33])[cH:22][cH:23]3)[CH2:14][CH2:15]2)[cH:8][cH:9]1. Reactants: OC(c1ccc(CBr)cc1)(C(F)(F)F)C(F)(F)F, O=C([O-])[O-], CC#N, [K+], [K+], O=[N+]([O-])c1ccc(N2CCNCC2)cc1. The product is O=[N+]([O-])c1ccc(N2CCN(Cc3ccc(C(O)(C(F)(F)F)C(F)(F)F)cc3)CC2)cc1.